This data is from the Open Reaction Database (ORD), a public repository of structured organic reaction records. The task is: describe an organic reaction: reactants, conditions, products, and yield The reactants are C1(=CC=CC=C1)N1N=C(C=C1)NC(=S)N (N-(1-phenyl-1H-pyrazol-3-yl)thiourea), ClCC(=O)OCC (ethyl 2-chloroethanoate). Run in C(C)O (ethyl alcohol). Product: C1(=CC=CC=C1)N1N=C(C=C1)NC=1SC=C(N1)O (2-(1-Phenyl-1H-pyrazol-3-yl)aminothiazol-4-ol). As a reaction SMILES: [C:1]1([N:7]2[CH:11]=[CH:10][C:9]([NH:12][C:13]([NH2:15])=[S:14])=[N:8]2)[CH:6]=[CH:5][CH:4]=[CH:3][CH:2]=1.Cl[CH2:17][C:18](OCC)=[O:19]>C(O)C>[C:1]1([N:7]2[CH:11]=[CH:10][C:9]([NH:12][C:13]3[S:14][CH:17]=[C:18]([OH:19])[N:15]=3)=[N:8]2)[CH:2]=[CH:3][CH:4]=[CH:5][CH:6]=1. Procedure: A solution of N-(1-phenyl-1H-pyrazol-3-yl)thiourea (4.2 g) and ethyl 2-chloroethanoate (3.0 g) in ethyl alcohol (50 ml) was heated under reflux for 2 hours. The mixture was cooled and the title compound collected by filtration as a yellow solid 4.0 g, mp >230°. Reactants: N(CCO)(CCO)CCO (triethanolamine), CC1(OCC2=C(O1)C=CC(=C2)[C@H](C(=O)N[C@@H]2CC1=CC(=CC=C1CC2)O)O)C ((-)-(2R)-2-(2,2-Dimethylbenzo[1,2-d]-1,3-dioxan-6-yl)-2-hydroxy-N-((2S)-7-hydroxy-1,2,3,4-tetrahydronaphthalen-2-yl)acetamide), O (water). Run in O1CCCC1 (tetrahydrofuran), O1CCCC1 (tetrahydrofuran), O1CCCC1 (tetrahydrofuran). Yields the product CC1(OCC2=C(O1)C=CC(=C2)[C@H](CN[C@@H]2CC1=CC(=CC=C1CC2)O)O)C ((-)-(1R)-1-(2,2-dimethylbenzo[1,2-d]-1,3-dioxan-6-yl)-2-[((2S)-7-hydroxy-1,2,3,4-tetrahydronaphthalen-2-yl)amino]ethanol). Yield: 84.7%. RXN SMILES: [CH3:1][C:2]1([CH3:28])[O:7][C:6]2[CH:8]=[CH:9][C:10]([C@@H:12]([OH:27])[C:13]([NH:15][C@H:16]3[CH2:25][CH2:24][C:23]4[C:18](=[CH:19][C:20]([OH:26])=[CH:21][CH:22]=4)[CH2:17]3)=O)=[CH:11][C:5]=2[CH2:4][O:3]1.N(CCO)(CCO)CCO.O>O1CCCC1>[CH3:1][C:2]1([CH3:28])[O:7][C:6]2[CH:8]=[CH:9][C:10]([C@@H:12]([OH:27])[CH2:13][NH:15][C@H:16]3[CH2:25][CH2:24][C:23]4[C:18](=[CH:19][C:20]([OH:26])=[CH:21][CH:22]=4)[CH2:17]3)=[CH:11][C:5]=2[CH2:4][O:3]1. Reported procedure: (-)-(2R)-2-(2,2-Dimethylbenzo[1,2-d]-1,3-dioxan-6-yl)-2-hydroxy-N-((2S)-7-hydroxy-1,2,3,4-tetrahydronaphthalen-2-yl)acetamide (686 mg) was dissolved in 50 ml of tetrahydrofuran, 3.58 ml of 2 M borane-dimethylsulfide complex in tetrahydrofuran was added, and the mixture was heated under reflux for 3 hours. Then, a solution of 1.34 g of triethanolamine in 5.0 ml of tetrahydrofuran was added, and the mixture was again heated under reflux for 15 hours. After cooling, water was added to the reaction ... Reactants: S(=S)(=O)([O-])[O-].[Na+].[Na+] (sodium thiosulfate), C(=C/C)/C1=C(CNC(OC(C)(C)C)=O)C=CC=C1 (tert-butyl {2-[(1Z)-prop-1-en-1-yl]benzyl}carbamate), CS(=O)(=O)N (methanesulfonamide), O (water). The solvent is C(C)(C)(C)O (tert-butyl alcohol), C(C)(C)(C)O (tert-butyl alcohol). Conditions: time 12 hour. Yields the product O[C@H]([C@@H](C)O)C1=C(CNC(OC(C)(C)C)=O)C=CC=C1 (tert-butyl {2-[(1S,2R)-1,2-dihydroxypropyl]benzyl}carbamate). As a reaction SMILES: CS(N)(=O)=O.[OH2:6].[CH:7](/[C:10]1[CH:24]=[CH:23][CH:22]=[CH:21][C:11]=1[CH2:12][NH:13][C:14](=[O:20])[O:15][C:16]([CH3:19])([CH3:18])[CH3:17])=[CH:8]/[CH3:9].S([O-])([O-])(=[O:27])=S.[Na+].[Na+]>C(O)(C)(C)C>[OH:6][C@@H:7]([C:10]1[CH:24]=[CH:23][CH:22]=[CH:21][C:11]=1[CH2:12][NH:13][C:14](=[O:20])[O:15][C:16]([CH3:18])([CH3:19])[CH3:17])[C@H:8]([OH:27])[CH3:9] |f:3.4.5|. Reported procedure: To a mixture of 3.30 g of AD mix-α, 200 mg of methanesulfonamide, 12.5 ml of tert-butyl alcohol, and 12.5 ml of water was added a solution of 500 mg of tert-butyl {2-[(1Z)-prop-1-en-1-yl]benzyl}carbamate in 5 ml of tert-butyl alcohol, followed by stirring at room temperature for 12 hours. To the reaction mixture was added sodium thiosulfate, followed by extraction with chloroform. The organic layer was washed with a saturated aqueous sodium chloride solution and dried over anhydrous magnesium su...